This data is from the Open Reaction Database (ORD), a public repository of structured organic reaction records. The task is: describe an organic reaction: reactants, conditions, products, and yield Starting materials: BrC=1C=NC=C(C1)Br (3,5-Dibromopyridine), O1CCOCC1 (dioxane), FC(OC1=CC=C(C=C1)B(O)O)(F)F (4-trifluoromethoxyphenyl boronic acid), C([O-])([O-])=O.[K+].[K+] (potassium carbonate). The reagents and catalysts are C=1C=CC(=CC1)[P](C=2C=CC=CC2)(C=3C=CC=CC3)[Pd]([P](C=4C=CC=CC4)(C=5C=CC=CC5)C=6C=CC=CC6)([P](C=7C=CC=CC7)(C=8C=CC=CC8)C=9C=CC=CC9)[P](C=1C=CC=CC1)(C=1C=CC=CC1)C=1C=CC=CC1 (tetrakis(triphenylphosphine)palladium(0)). The solvent is CCOCC (ether). Run at temperature 150 celsius. Yields the product BrC=1C=NC=C(C1)C1=CC=C(C=C1)OC(F)(F)F (3-bromo-5-(4-trifluoromethoxyphenyl)-pyridine). Isolated yield 9.3%. RXN SMILES: Br[C:2]1[CH:3]=[N:4][CH:5]=[C:6]([Br:8])[CH:7]=1.[F:9][C:10]([F:22])([F:21])[O:11][C:12]1[CH:17]=[CH:16][C:15](B(O)O)=[CH:14][CH:13]=1.C(=O)([O-])[O-].[K+].[K+].O1CCOCC1>CCOCC.C1C=CC([P]([Pd]([P](C2C=CC=CC=2)(C2C=CC=CC=2)C2C=CC=CC=2)([P](C2C=CC=CC=2)(C2C=CC=CC=2)C2C=CC=CC=2)[P](C2C=CC=CC=2)(C2C=CC=CC=2)C2C=CC=CC=2)(C2C=CC=CC=2)C2C=CC=CC=2)=CC=1>[Br:8][C:6]1[CH:5]=[N:4][CH:3]=[C:2]([C:15]2[CH:14]=[CH:13][C:12]([O:11][C:10]([F:9])([F:21])[F:22])=[CH:17][CH:16]=2)[CH:7]=1 |f:2.3.4,^1:43,45,64,83|. Reported procedure: 3,5-Dibromopyridine (4.4 mmol), 4-trifluoromethoxyphenyl boronic acid (5.1 mmol), tetrakis(triphenylphosphine)palladium(0) (0.04 mmol), 2M potassium carbonate (8.44 mmol) and dioxane (21 mL) were combined in a vial and heated by microwave for 10 min at 150° C. The reaction mixture was taken up in ether and washed with brine. The ether layer was dried over magnesium sulfate, was filtered and the solvent removed in vacuo. The crude mixture was purified by silica gel chromatography to yield 3-bromo... Starting materials: B(OC(C)C)(OC(C)C)OC(C)C (B(OiPr)3), BrC1=CC=C(CCO)C=C1 (4-bromophenethylalcohol), [Li]CCCC (n-BuLi), CCCCCC (hexane), resultant mixture, Cl (HCl). Solvent: C1CCOC1 (THF), C1CCOC1 (THF). Reaction conditions: time 1 hour. The product is OCCC1=CC=C(C=C1)B(O)O (4-(2-hydroxyethyl)phenylboronic acid). The yield is 63.2%. Reaction SMILES: Br[C:2]1[CH:10]=[CH:9][C:5]([CH2:6][CH2:7][OH:8])=[CH:4][CH:3]=1.[Li]CCCC.CCCCCC.[B:22](OC(C)C)([O:27]C(C)C)[O:23]C(C)C.Cl>C1COCC1>[OH:8][CH2:7][CH2:6][C:5]1[CH:9]=[CH:10][C:2]([B:22]([OH:27])[OH:23])=[CH:3][CH:4]=1. Procedure details: To a stirred solution of 4-bromophenethylalcohol (5.00 g, 24.9 mmol) in THF (80 ml) was added a solution of 1.5M n-BuLi in hexane (39.8 ml, 59.7 mmol) at −78° C. over 30 min. After 1 hour, a solution of B(OiPr)3 (8.61 ml, 37.3 mmol) in THF (20 ml) was added slowly to the mixture at −78° C. The resultant mixture was warmed to room temperature, and treated with 2M HCl (100 ml) for 1 hour. This was extracted with CH2Cl2 and dried over MgSO4, then filtered. After evaporation in vacuo, the residue wa... Reactants: 7-[2-(6-{4-cyano-phen-1-yl}-3H-imidazo[4,5-b]pyridin-2-yl)-ethyl]-azepan-2-thione, O=C1CCCCC(N1)CCC1=NC=2C(=NC=C(C2)C2=CC=C(C=C2)S(=O)(=O)NC2=C(C=CC=C2)C)N1 (4-{2-[2-(7-oxo-azepan-2-yl)-ethyl]-3H-imidazo[4,5-b]pyridin-6-yl}-N-o-tolyl-benzenesulfonamide), COC=1C=CC(=CC1)P2(=S)SP(=S)(S2)C=3C=CC(=CC3)OC (Lawesson's reagent), compound A2, O=C1CCCCC(N1)CCC1=NC=2C(=NC=C(C2)C2=CC=C(C=C2)S(=O)(=O)NC2=C(C=CC=C2)C)N1 (4-{2-[2-(7-oxo-azepan-2-yl)-ethyl]-3H-imidazo[4,5-b]pyridin-6-yl}-N-o-tolyl-benzenesulfonamide). Yields the product S=C1CCCCC(N1)CCC1=NC=2C(=NC=C(C2)C2=CC=C(C=C2)S(=O)(=O)NC2=C(C=CC=C2)C)N1 (4-{2-[2-(7-Thioxo-azepan-2-yl)-ethyl]-3H-imidazo[4,5-b]pyridin-6-yl}-N-o-tolyl-benzenesulfonamide). Isolated yield 85.9%. As a reaction SMILES: O=[C:2]1[NH:8][CH:7]([CH2:9][CH2:10][C:11]2[NH:36][C:14]3=[N:15][CH:16]=[C:17]([C:19]4[CH:24]=[CH:23][C:22]([S:25]([NH:28][C:29]5[CH:34]=[CH:33][CH:32]=[CH:31][C:30]=5[CH3:35])(=[O:27])=[O:26])=[CH:21][CH:20]=4)[CH:18]=[C:13]3[N:12]=2)[CH2:6][CH2:5][CH2:4][CH2:3]1.COC1C=CC(P2(SP(C3C=CC(OC)=CC=3)(=S)S2)=[S:46])=CC=1>>[S:46]=[C:2]1[NH:8][CH:7]([CH2:9][CH2:10][C:11]2[NH:36][C:14]3=[N:15][CH:16]=[C:17]([C:19]4[CH:24]=[CH:23][C:22]([S:25]([NH:28][C:29]5[CH:34]=[CH:33][CH:32]=[CH:31][C:30]=5[CH3:35])(=[O:27])=[O:26])=[CH:21][CH:20]=4)[CH:18]=[C:13]3[N:12]=2)[CH2:6][CH2:5][CH2:4][CH2:3]1. Reported procedure: The title compound is analogously synthesized as described for 7-[2-(6-{4-cyano-phen-1-yl}-3H-imidazo[4,5-b]pyridin-2-yl)-ethyl]-azepan-2-thione (compound A2) from 88 mg of 4-{2-[2-(7-oxo-azepan-2-yl)-ethyl]-3H-imidazo[4,5-b]pyridin-6-yl}-N-o-tolyl-benzenesulfonamide (compound B9) and 77 mg of Lawesson's reagent. Purification by chromatography on LiChroprep-NH2® (eluents: i. neat dichloromethane, ii. dichloromethane/ethanol 20:1 parts by volume) affords 78 mg of the title compound as a waxy soli... The reactants are C(C)OC(COC1=C(C=C(C=C1)S(=O)(=O)Br)Cl)=O (ethyl[4-(bromosulfonyl)-2-chlorophenoxy]acetate), C(C)OC(COC1=C(C=C(C=C1)S(=O)(=O)Br)Cl)=O (ethyl[4-(bromosulfonyl)-2-chlorophenoxy]acetate), C(C)C1=C(OCC(=O)O)C=CC(=C1)SCC1=C(OC(=C1)C1=CC=C(C=C1)C(F)(F)F)C ({2-ethyl-4-[({2-methyl-5-[4-(trifluoromethyl)phenyl]-3-furyl}methyl)thio]phenoxy}acetic acid). Product: BrC1=C(OCC(=O)O)C=CC(=C1)SCC1=C(OC(=C1)C1=CC=C(C=C1)C(F)(F)F)C ({2-bromo-4-[({2-methyl-5-[4-(trifluoromethyl)phenyl]-3-furyl}methyl)thio]phenoxy}acetic acid). As a reaction SMILES: C(OC(=O)COC1C=CC(S([Br:16])(=O)=O)=CC=1Cl)C.C([C:21]1[CH:31]=[C:30]([S:32][CH2:33][C:34]2[CH:38]=[C:37]([C:39]3[CH:44]=[CH:43][C:42]([C:45]([F:48])([F:47])[F:46])=[CH:41][CH:40]=3)[O:36][C:35]=2[CH3:49])[CH:29]=[CH:28][C:22]=1[O:23][CH2:24][C:25]([OH:27])=[O:26])C>>[Br:16][C:21]1[CH:31]=[C:30]([S:32][CH2:33][C:34]2[CH:38]=[C:37]([C:39]3[CH:44]=[CH:43][C:42]([C:45]([F:46])([F:48])[F:47])=[CH:41][CH:40]=3)[O:36][C:35]=2[CH3:49])[CH:29]=[CH:28][C:22]=1[O:23][CH2:24][C:25]([OH:27])=[O:26]. Reported procedure: The title compound was prepared from ethyl[4-(bromosulfonyl)-2-chlorophenoxy]acetate (intermediate 114) by a method analogous to that used for the preparation of {2-ethyl4-[({2-methyl-5-[4-(trifluoromethyl)phenyl]-3-furyl}methyl)thio]phenoxy}acetic acid (example 145). The reactants are [I-].[K+] (potassium iodide), FC(C=1C=C(C(=O)N2[C@@H](CN(CC2)CC#CCCl)CC2=CC3=CC=CC=C3C=C2)C=C(C1)C(F)(F)F)(F)F ((2R)-1-[3,5-bis(trifluoromethyl)benzoyl]-4-(4-chloro-2-butynyl)-2-(2-naphthylmethyl)piperazine), Cl.CC1(NCCOC1)C (3,3-dimethylmorpholine hydrochloride), C([O-])([O-])=O.[K+].[K+] (potassium carbonate). The solvent is CN(C=O)C (N,N-dimethylformamide). Product: Cl.Cl.FC(C=1C=C(C(=O)N2[C@@H](CN(CC2)CC#CCN2C(COCC2)(C)C)CC2=CC3=CC=CC=C3C=C2)C=C(C1)C(F)(F)F)(F)F ((2R)-1-[3,5-bis(trifluoromethyl)benzoyl]-4-[4-(3,3-dimethylmorpholino)-2-butynyl]-2-(2-naphthylmethyl)piperazine dihydrochloride). Yield: 47.1%. As a reaction SMILES: [F:1][C:2]([F:38])([F:37])[C:3]1[CH:4]=[C:5]([CH:30]=[C:31]([C:33]([F:36])([F:35])[F:34])[CH:32]=1)[C:6]([N:8]1[CH2:13][CH2:12][N:11]([CH2:14][C:15]#[C:16][CH2:17][Cl:18])[CH2:10][C@H:9]1[CH2:19][C:20]1[CH:29]=[CH:28][C:27]2[C:22](=[CH:23][CH:24]=[CH:25][CH:26]=2)[CH:21]=1)=[O:7].[ClH:39].[CH3:40][C:41]1([CH3:47])[CH2:46][O:45][CH2:44][CH2:43][NH:42]1.C(=O)([O-])[O-].[K+].[K+].[I-].[K+]>CN(C)C=O>[ClH:18].[ClH:39].[F:1][C:2]([F:38])([F:37])[C:3]1[CH:4]=[C:5]([CH:30]=[C:31]([C:33]([F:36])([F:35])[F:34])[CH:32]=1)[C:6]([N:8]1[CH2:13][CH2:12][N:11]([CH2:14][C:15]#[C:16][CH2:17][N:42]2[CH2:43][CH2:44][O:45][CH2:46][C:41]2([CH3:47])[CH3:40])[CH2:10][C@H:9]1[CH2:19][C:20]1[CH:29]=[CH:28][C:27]2[C:22](=[CH:23][CH:24]=[CH:25][CH:26]=2)[CH:21]=1)=[O:7] |f:1.2,3.4.5,6.7,9.10.11|. Procedure: A mixture of (2R)-1-[3,5-bis(trifluoromethyl)benzoyl]-4-(4-chloro-2-butynyl)-2-(2-naphthylmethyl)piperazine (600 mg), 3,3-dimethylmorpholine hydrochloride (197 mg) and potassium carbonate (420 mg) in N,N-dimethylformamide (10 ml) was stirred at room temperature in the presence of potassium iodide (10 mg) for 2 days. The reaction mixture was partitioned between ethyl acetate (50 ml) and water (100 ml) and the organic layer was separated, washed with brine and dried over magnesium sulfate. After e... The reactants are BrC1=CC(=C(N)C=C1)F (4-Bromo-2-fluoroaniline), FC(OC=1C=C(C=CC1)B(O)O)(F)F (3-(trifluoromethoxy)phenylboronic acid). Product: FC=1C=C(C=CC1N)C1=CC(=CC=C1)OC(F)(F)F (3-fluoro-3′-(trifluoromethoxy)biphenyl-4-amine). Procedure details: The title compound (0.5 g) was prepared from 4-Bromo-2-fluoroaniline (1 g, 5.3 mmol) and 3-(trifluoromethoxy)phenylboronic acid (1.4 g, 6.8 mmol) as a yellow liquid. 1H-NMR (δ ppm, DMSO-d6, 400 MHz): 7.62 (d, J 8, 1H), 7.53 (s, 1H), 7.48 (t, J 8, 1H), 7.42 (dd, J 2, 9.1, 1H), 7.28 (dd, J 2, 8.3, 1H), 7.23 (d, J 11, 1H), 6.82 (t, J 8.5, 1H), 5.40 (s, 2H). Reaction SMILES: Br[C:2]1[CH:8]=[CH:7][C:5]([NH2:6])=[C:4]([F:9])[CH:3]=1.[F:10][C:11]([F:23])([F:22])[O:12][C:13]1[CH:14]=[C:15](B(O)O)[CH:16]=[CH:17][CH:18]=1>>[F:9][C:4]1[CH:3]=[C:2]([C:15]2[CH:16]=[CH:17][CH:18]=[C:13]([O:12][C:11]([F:10])([F:22])[F:23])[CH:14]=2)[CH:8]=[CH:7][C:5]=1[NH2:6]. The yield is 34.8%. Starting materials: C(=O)N (Formamide), NC1=C(C(=O)O)C=CC=C1[N+](=O)[O-] (2-amino-3-nitrobenzoic acid). Solvent: COC(C)O (methoxy ethanol). The product is [N+](=O)([O-])C=1C=CC=C2C(NC=NC12)=O (8-Nitro-3H-quinazolin-4-one). The yield is 14.3%. Reaction SMILES: [CH:1]([NH2:3])=O.[NH2:4][C:5]1[C:13]([N+:14]([O-:16])=[O:15])=[CH:12][CH:11]=[CH:10][C:6]=1[C:7](O)=[O:8]>COC(O)C>[N+:14]([C:13]1[CH:12]=[CH:11][CH:10]=[C:6]2[C:5]=1[N:4]=[CH:1][NH:3][C:7]2=[O:8])([O-:16])=[O:15]. Procedure details: Formamide (17.1 g, 380 mmol) was added to a solution of 2-amino-3-nitrobenzoic acid (2.0 g, 11 mmol) in methoxy ethanol (5 ml) and the reaction was heated at 200 C in a sealed tube for 17 h. After cooling, the mixture was concentrated in vacuo. The residue was quenched with sat. aq. NaHCO3 solution and the aqueous phase was extracted with EtOAc (100 ml, ×2). The combined organic phases were dried (Na2SO4) and concentrated in vacuo. The crude residue was purified by column chromatography with DCM... Reactants: C(C)(=O)OC(C)=O (Acetic anhydride), CC(CC=1N=C(N(C1)C(C1=CC=CC=C1)(C1=CC=CC=C1)C1=CC=CC=C1)CC(N)C1=CC=C(C=C1)C1=NC=C(C=C1)F)(CC)C (2-[4-(2,2-dimethylbutyl)-1-trityl-1H-imidazol-2-yl]-1-[4-(5-fluoropyridin-2-yl)phenyl]ethanamine). Solvent: ClCCl (dichloromethane). Run at time 2 hour. Product: CC(CC=1N=C(N(C1)C(C1=CC=CC=C1)(C1=CC=CC=C1)C1=CC=CC=C1)CC(C1=CC=C(C=C1)C1=NC=C(C=C1)F)NC(C)=O)(CC)C (N-{2-[4-(2,2-dimethylbutyl)-1-trityl-1H-imidazol-2-yl]-1-[4-(5-fluoropyridin-2-yl)phenyl]ethyl}acetamide). As a reaction SMILES: C(O[C:5](=[O:7])[CH3:6])(=O)C.[CH3:8][C:9]([CH3:53])([CH2:51][CH3:52])[CH2:10][C:11]1[N:12]=[C:13]([CH2:35][CH:36]([C:38]2[CH:43]=[CH:42][C:41]([C:44]3[CH:49]=[CH:48][C:47]([F:50])=[CH:46][N:45]=3)=[CH:40][CH:39]=2)[NH2:37])[N:14]([C:16]([C:29]2[CH:34]=[CH:33][CH:32]=[CH:31][CH:30]=2)([C:23]2[CH:28]=[CH:27][CH:26]=[CH:25][CH:24]=2)[C:17]2[CH:22]=[CH:21][CH:20]=[CH:19][CH:18]=2)[CH:15]=1>ClCCl>[CH3:8][C:9]([CH3:53])([CH2:51][CH3:52])[CH2:10][C:11]1[N:12]=[C:13]([CH2:35][CH:36]([NH:37][C:5](=[O:7])[CH3:6])[C:38]2[CH:39]=[CH:40][C:41]([C:44]3[CH:49]=[CH:48][C:47]([F:50])=[CH:46][N:45]=3)=[CH:42][CH:43]=2)[N:14]([C:16]([C:29]2[CH:34]=[CH:33][CH:32]=[CH:31][CH:30]=2)([C:23]2[CH:28]=[CH:27][CH:26]=[CH:25][CH:24]=2)[C:17]2[CH:18]=[CH:19][CH:20]=[CH:21][CH:22]=2)[CH:15]=1. Procedure details: Acetic anhydride (16 μL, 0.17 mmol) was added to a solution of 2-[4-(2,2-dimethylbutyl)-1-trityl-1H-imidazol-2-yl]-1-[4-(5-fluoropyridin-2-yl)phenyl]ethanamine (51 mg, 0.08 mmol) in dichloromethane (4 mL) at ambient temperature. After stirring for 2 hr, the reaction mixture concentrated in vacuo to afford N-{2-[4-(2,2-dimethylbutyl)-1-trityl-1H-imidazol-2-yl]-1-[4-(5-fluoropyridin-2-yl)phenyl]ethyl}acetamide which was used without further purification. Reactants: Cl (hydrochloric acid), C1OC=2C=C(CNC3=CC=C(C=C3)NCCCOC3=CC=C(C(=O)OC)C=C3)C=CC2OC1 (methyl 4-[3-[N-[4-(3,4-ethylenedioxybenzylamino) phenyl]amino]propoxy]benzoate), CO (methanol), [Na] (sodium). The solvent is O (water), O1CCCC1 (tetrahydrofuran). Reaction conditions: time 8 hour. The product is C1OC=2C=C(CNC3=CC=C(C=C3)NCCCOC3=CC=C(C(=O)O)C=C3)C=CC2OC1 (4-[3-[N-[4-(3,4-ethylenedioxybenzylamino)phenyl]amino]propoxy]benzoic acid). Isolated yield 19.7%. RXN SMILES: [CH2:1]1[CH2:33][O:32][C:31]2[CH:30]=[CH:29][C:5]([CH2:6][NH:7][C:8]3[CH:13]=[CH:12][C:11]([NH:14][CH2:15][CH2:16][CH2:17][O:18][C:19]4[CH:28]=[CH:27][C:22]([C:23]([O:25]C)=[O:24])=[CH:21][CH:20]=4)=[CH:10][CH:9]=3)=[CH:4][C:3]=2[O:2]1.CO.[Na].Cl>O.O1CCCC1>[CH2:1]1[CH2:33][O:32][C:31]2[CH:30]=[CH:29][C:5]([CH2:6][NH:7][C:8]3[CH:13]=[CH:12][C:11]([NH:14][CH2:15][CH2:16][CH2:17][O:18][C:19]4[CH:28]=[CH:27][C:22]([C:23]([OH:25])=[O:24])=[CH:21][CH:20]=4)=[CH:10][CH:9]=3)=[CH:4][C:3]=2[O:2]1 |^1:35|. Procedure details: To methyl 4-[3-[N-[4-(3,4-ethylenedioxybenzylamino) phenyl]amino]propoxy]benzoate (2.1 g) were added methanol (100 ml), tetrahydrofuran (20 ml) and 2N sodium hydroxyide (12 ml), and the mixture was stirred at 45°-50° C. overnight. To the reaction mixture was added water (150 ml), then, after the mixture was neutralized with 2N hydrochloric acid, the resulting precipitate was collected by filtration, washed with water and ethanol to give 4-[3-[N-[4-(3,4-ethylenedioxybenzylamino)phenyl]amino]propo... The product is C(#N)C1=C(C=C(C=C1)NC(C(COS(=O)(=O)C)(C)O)=O)C(F)(F)F (N-[4-cyano-3-trifluoromethyl-phenyl]-2-hydroxy-3-methanesulfonyloxy-2-methyl-propionamide). Reactants: C(#N)C1=C(C=C(C=C1)NC(C(CO)(C)O)=O)C(F)(F)F (N-[4-cyano-3-trifluoromethyl-phenyl]-2,3-dihydroxy-2-methyl-propionamide), N1=CC=CC=C1 (pyridine), CS(=O)(=O)Cl (methanesulfonyl chloride). Solvent: ClCCl (dichloromethane). RXN SMILES: [C:1]([C:3]1[CH:8]=[CH:7][C:6]([NH:9][C:10](=[O:16])[C:11]([OH:15])([CH3:14])[CH2:12][OH:13])=[CH:5][C:4]=1[C:17]([F:20])([F:19])[F:18])#[N:2].N1C=CC=CC=1.[CH3:27][S:28](Cl)(=[O:30])=[O:29]>ClCCl>[C:1]([C:3]1[CH:8]=[CH:7][C:6]([NH:9][C:10](=[O:16])[C:11]([OH:15])([CH3:14])[CH2:12][O:13][S:28]([CH3:27])(=[O:30])=[O:29])=[CH:5][C:4]=1[C:17]([F:19])([F:18])[F:20])#[N:2]. Reaction conditions: temperature 0 celsius, time 5 hour. Procedure: A solution of 46 g (0.16 mol) of N-[4-cyano-3-trifluoromethyl-phenyl]-2,3-dihydroxy-2-methyl-propionamide in 1 1 of dichloromethane and 46 ml (0.57 mol) of dry pyridine was cooled to 0° C. and 46 ml (0.59 mol) of methanesulfonyl chloride was added dropwise. The mixture was stirred at 0° C. for 5 h, then washed three times with 500 ml of saturated aqueous sodium hydrogen carbonate, 500 ml of 10% aqueous hydrochloric acid and 500 ml of brine. The organic layer was dried over sodium sulfate and con...